From a dataset of the Open Reaction Database (ORD), a public repository of structured organic reaction records. describe an organic reaction: reactants, conditions, products, and yield The reactants are C(C)(=O)O[C@H]1[C@@H](O[C@@H]([C@H]([C@@H]1OC(C)=O)OC(C)=O)COC(C)=O)C1=CC(=C(C=C1)Cl)CC=1SC(=CC1)Br (1-(2,3,4,6-tetra-O-acetyl-β-D-glucopyranosyl)-3-(5-bromo-2-thienylmethyl)-4-chlorobenzene), C(CCC)[Sn](C1=NC=CN=C1)(CCCC)CCCC (tri-n-butyl(pyrazinyl)tin). The reagents and catalysts are C=1C=CC(=CC1)/C=C/C(=O)/C=C/C2=CC=CC=C2.C=1C=CC(=CC1)/C=C/C(=O)/C=C/C2=CC=CC=C2.C=1C=CC(=CC1)/C=C/C(=O)/C=C/C2=CC=CC=C2.[Pd].[Pd] (tris(dibenzylideneacetone)dipalladium), [Cu]I (copper (I) iodide). The solvent is O1CCOCC1 (1,4-dioxane), C(C)(=O)OCC (ethyl acetate). Reaction conditions: temperature 100 celsius. The product is C(C)(=O)O[C@H]1[C@@H](O[C@@H]([C@H]([C@@H]1OC(C)=O)OC(C)=O)COC(C)=O)C1=CC(=C(C=C1)Cl)CC=1SC(=CC1)C1=NC=CN=C1 (1-(2,3,4,6-tetra-O-acetyl-β-D-glucopyranosyl)-4-chloro-3-(5-pyrazinyl-2-thienylmethyl)benzene). Yield: 43.9%. RXN SMILES: [C:1]([O:4][C@@H:5]1[C@@H:10]([O:11][C:12](=[O:14])[CH3:13])[C@H:9]([O:15][C:16](=[O:18])[CH3:17])[C@@H:8]([CH2:19][O:20][C:21](=[O:23])[CH3:22])[O:7][C@H:6]1[C:24]1[CH:29]=[CH:28][C:27]([Cl:30])=[C:26]([CH2:31][C:32]2[S:33][C:34](Br)=[CH:35][CH:36]=2)[CH:25]=1)(=[O:3])[CH3:2].C([Sn](CCCC)(CCCC)[C:43]1[CH:48]=[N:47][CH:46]=[CH:45][N:44]=1)CCC>O1CCOCC1.C(OCC)(=O)C.C1C=CC(/C=C/C(/C=C/C2C=CC=CC=2)=O)=CC=1.C1C=CC(/C=C/C(/C=C/C2C=CC=CC=2)=O)=CC=1.C1C=CC(/C=C/C(/C=C/C2C=CC=CC=2)=O)=CC=1.[Pd].[Pd].[Cu]I>[C:1]([O:4][C@@H:5]1[C@@H:10]([O:11][C:12](=[O:14])[CH3:13])[C@H:9]([O:15][C:16](=[O:18])[CH3:17])[C@@H:8]([CH2:19][O:20][C:21](=[O:23])[CH3:22])[O:7][C@H:6]1[C:24]1[CH:29]=[CH:28][C:27]([Cl:30])=[C:26]([CH2:31][C:32]2[S:33][C:34]([C:43]3[CH:48]=[N:47][CH:46]=[CH:45][N:44]=3)=[CH:35][CH:36]=2)[CH:25]=1)(=[O:3])[CH3:2] |f:4.5.6.7.8|. Procedure: The above 1-(2,3,4,6-tetra-O-acetyl-β-D-glucopyranosyl)-3-(5-bromo-2-thienylmethyl)-4-chlorobenzene 71 (600 mg) was dissolved in 1,4-dioxane (11 ml). Added thereto were tri-n-butyl(pyrazinyl)tin 72 (720 mg), tetrakis(triphenylphosphine)palladium (0) (206 mg) and copper (I) iodide (51 mg), and the mixture was stirred under heating at 100° C. for 1.5 hours, under irradiation by a microwave (500 W). The mixture was diluted with ethyl acetate, the insoluble materials were filtered off, and the filtr... Reactants: C1(CCCCC1)CC(=O)Cl (cyclohexaneacetyl chloride), C(C)(C)(C)NCC(=O)C1=CC(=C(C=C1)OC(CC1CCCCC1)=O)OC(CC1CCCCC1)=O (3,4-bis(cyclohexaneacetoxy)phenyl tert-butylaminomethyl ketone). Product: C1(CCCCC1)CC(=O)OC=1C=C(C(CNC(C)(C)C)O)C=CC1OC(CC1CCCCC1)=O (3,4-bis(cyclohexaneacetoxy)-alpha-(tert-butylaminomethyl)benzyl alcohol). RXN SMILES: C1(CC(Cl)=O)CCCCC1.[C:11]([NH:15][CH2:16][C:17]([C:19]1[CH:24]=[CH:23][C:22]([O:25][C:26](=[O:34])[CH2:27][CH:28]2[CH2:33][CH2:32][CH2:31][CH2:30][CH2:29]2)=[C:21]([O:35][C:36](=[O:44])[CH2:37][CH:38]2[CH2:43][CH2:42][CH2:41][CH2:40][CH2:39]2)[CH:20]=1)=[O:18])([CH3:14])([CH3:13])[CH3:12]>>[CH:38]1([CH2:37][C:36]([O:35][C:21]2[CH:20]=[C:19]([CH:24]=[CH:23][C:22]=2[O:25][C:26](=[O:34])[CH2:27][CH:28]2[CH2:29][CH2:30][CH2:31][CH2:32][CH2:33]2)[CH:17]([OH:18])[CH2:16][NH:15][C:11]([CH3:14])([CH3:13])[CH3:12])=[O:44])[CH2:39][CH2:40][CH2:41][CH2:42][CH2:43]1. Reported procedure: Following the procedure described above in Example 15A but using cyclohexaneacetyl chloride instead of cyclohexanecarbonyl chloride the acylation product obtained is 3,4-bis(cyclohexaneacetoxy)phenyl tert-butylaminomethyl ketone; and when this product is catalytically hydrogenated, using the procedure described above in Example 15B, there is obtained 3,4-bis(cyclohexaneacetoxy)-alpha-(tert-butylaminomethyl)benzyl alcohol. Reactants: B.O1CCCC1 (Borane tetrahydrofuran), CC1=C(C(=O)O)C=CC=C1O (2-methyl-3-hydroxybenzoic acid), C(O)([O-])=O.[Na+] (sodium hydrogencarbonate). The solvent is C1CCOC1 (THF). Product: OCC=1C(=C(C=CC1)O)C (3-(hydroxymethyl)-2-methylphenol). As a reaction SMILES: B.O1CCCC1.[CH3:7][C:8]1[C:16]([OH:17])=[CH:15][CH:14]=[CH:13][C:9]=1[C:10](O)=[O:11].C(=O)([O-])O.[Na+]>C1COCC1>[OH:11][CH2:10][C:9]1[C:8]([CH3:7])=[C:16]([OH:17])[CH:15]=[CH:14][CH:13]=1 |f:0.1,3.4|. Procedure: Borane-tetrahydrofuran (1M in THF, 4.6 mL, 1.4 eq) was added to a solution of 2-methyl-3-hydroxybenzoic acid (0.50 g, 3.3 mmol) in THF (30 mL). The reaction mixture was stirred overnight at rt before addition of saturated sodium hydrogencarbonate. The aqueous phase was extracted with DCM. The combined organic phases were dried over sodium sulfate and concentrated in vacuo to afford 3-(hydroxymethyl)-2-methylphenol in a quantitative yield. Starting materials: CN, CCO, O=C1C=CCCc2ccc([N+](=O)[O-])cc21, c1ccccc1. As a reaction SMILES: [CH3:1][NH2:2].[CH3:24][CH2:25][OH:26].[N+:3](=[O:4])([O-:5])[c:6]1[cH:7][c:8]2[c:9]([cH:16][cH:17]1)[CH2:10][CH2:11][CH:12]=[CH:13][C:14]2=[O:15].[cH:18]1[cH:19][cH:20][cH:21][cH:22][cH:23]1>>[CH3:1][NH:2][CH:12]1[CH2:11][CH2:10][c:9]2[c:8]([cH:7][c:6]([N+:3](=[O:4])[O-:5])[cH:17][cH:16]2)[C:14](=[O:15])[CH2:13]1. Yields the product CNC1CCc2ccc([N+](=O)[O-])cc2C(=O)C1. Reactants: CO, Cl, CN(CCc1ccccn1)C(=O)NCc1nc(NCC(c2ccccc2)c2ccccc2)c2ncn(C3CCCCO3)c2n1. Product: CN(CCc1ccccn1)C(=O)NCc1nc(NCC(c2ccccc2)c2ccccc2)c2nc[nH]c2n1. As a reaction SMILES: [CH3:46][OH:47].[ClH:1].[c:2]1([CH:8]([CH2:9][NH:10][c:11]2[c:12]3[n:13][cH:14][n:15]([CH:34]4[CH2:35][CH2:36][CH2:37][CH2:38][O:39]4)[c:16]3[n:17][c:18]([CH2:20][NH:21][C:22]([N:23]([CH2:24][CH2:25][c:26]3[n:27][cH:28][cH:29][cH:30][cH:31]3)[CH3:32])=[O:33])[n:19]2)[c:40]2[cH:41][cH:42][cH:43][cH:44][cH:45]2)[cH:3][cH:4][cH:5][cH:6][cH:7]1>>[c:2]1([CH:8]([CH2:9][NH:10][c:11]2[c:12]3[n:13][cH:14][nH:15][c:16]3[n:17][c:18]([CH2:20][NH:21][C:22]([N:23]([CH2:24][CH2:25][c:26]3[n:27][cH:28][cH:29][cH:30][cH:31]3)[CH3:32])=[O:33])[n:19]2)[c:40]2[cH:41][cH:42][cH:43][cH:44][cH:45]2)[cH:3][cH:4][cH:5][cH:6][cH:7]1. The reactants are C(Cl)(Cl)Cl (CHCl3), ClC1=NC2=CC=C(C=C2C=C1C(=O)O)Cl (2,6-dichloroquinoline-3-carboxylic acid), C1=CC=C(C=C1)[C@H](CO)N (D-phenylglycinol). The solvent is CO (MeOH). Product: ClC=1C=C2C=C(C(=NC2=CC1)N[C@@H](CO)C1=CC=CC=C1)C(=O)O (6-Chloro-2-((R)-2-hydroxy-1-phenylethylamino)-quinoline-3-carboxylic acid), AcOH—15. The yield is 23.0%. RXN SMILES: Cl[C:2]1[C:11]([C:12]([OH:14])=[O:13])=[CH:10][C:9]2[C:4](=[CH:5][CH:6]=[C:7]([Cl:15])[CH:8]=2)[N:3]=1.[CH:16]1[CH:21]=[CH:20][C:19]([C@@H:22]([NH2:25])[CH2:23][OH:24])=[CH:18][CH:17]=1.C(Cl)(Cl)Cl>CO>[Cl:15][C:7]1[CH:8]=[C:9]2[C:4](=[CH:5][CH:6]=1)[N:3]=[C:2]([NH:25][C@H:22]([C:19]1[CH:20]=[CH:21][CH:16]=[CH:17][CH:18]=1)[CH2:23][OH:24])[C:11]([C:12]([OH:14])=[O:13])=[CH:10]2. Procedure: In close analogy to the procedure described in Example 1, 2,6-dichloroquinoline-3-carboxylic acid is reacted with D-phenylglycinol to provide the title compound in 23% yield as yellow needles (flash chromatography on SiO2, eluent CHCl3, MeOH, AcOH—15, 1, 0.2).